This data is from the Open Reaction Database (ORD), a public repository of structured organic reaction records. The task is: describe an organic reaction: reactants, conditions, products, and yield Starting materials: Cl.Cl.FC(C=1C=C(C(=O)N2[C@@H](CN(CC2)CC#CC2=NC=CC=C2)CC2=CC(=C(C=C2)C)C)C=C(C1)C(F)(F)F)(F)F ((2R)-1-[3,5-Bis(trifluoromethyl)benzoyl]-2-(3,4-dimethylbenzyl)-4-[3-(2-pyridyl)-2-propynyl]piperazine dihydrochloride), C([O-])(O)=O.[Na+] (sodium bicarbonate). Yields the product Cl.Cl.FC(C=1C=C(C(=O)N2[C@@H](CN(CC2)CCCC2=NC=CC=C2)CC2=CC(=C(C=C2)C)C)C=C(C1)C(F)(F)F)(F)F ((2R)-1-[3,5-bis(trifluoromethyl)benzoyl]-2-(3,4-dimethylbenzyl)-4-[3-(2-pyridyl)propyl]piperazine dihydrochloride). Reaction SMILES: [ClH:1].Cl.[F:3][C:4]([F:42])([F:41])[C:5]1[CH:6]=[C:7]([CH:34]=[C:35]([C:37]([F:40])([F:39])[F:38])[CH:36]=1)[C:8]([N:10]1[CH2:15][CH2:14][N:13]([CH2:16][C:17]#[C:18][C:19]2[CH:24]=[CH:23][CH:22]=[CH:21][N:20]=2)[CH2:12][C@H:11]1[CH2:25][C:26]1[CH:31]=[CH:30][C:29]([CH3:32])=[C:28]([CH3:33])[CH:27]=1)=[O:9].C(=O)(O)[O-].[Na+]>>[ClH:1].[ClH:1].[F:42][C:4]([F:3])([F:41])[C:5]1[CH:6]=[C:7]([CH:34]=[C:35]([C:37]([F:38])([F:39])[F:40])[CH:36]=1)[C:8]([N:10]1[CH2:15][CH2:14][N:13]([CH2:16][CH2:17][CH2:18][C:19]2[CH:24]=[CH:23][CH:22]=[CH:21][N:20]=2)[CH2:12][C@H:11]1[CH2:25][C:26]1[CH:31]=[CH:30][C:29]([CH3:32])=[C:28]([CH3:33])[CH:27]=1)=[O:9] |f:0.1.2,3.4,5.6.7|. Procedure: (2R)-1-[3,5-Bis(trifluoromethyl)benzoyl]-2-(3,4-dimethylbenzyl)-4-[3-(2-pyridyl)-2-propynyl]piperazine dihydrochloride (0.2 g) was made free with saturated aqueous sodium bicarbonate solution and extracted with ethyl acetate. The extract was dried over magnesium sulfate and evaporated under reduced pressure. The resulting residue dissolved in methanol (10 ml) and the solution was hydrogenated over 10% palladium on activated carbon (50 mg) at room temperature under 2-3 atoms. After removal of cat... Reactants: O (H2O), FC(C1=NC=CC=C1C(=O)Cl)(F)F (2-(trifluoromethyl)pyridine-3-carbonyl chloride), C(C)(=O)C=1C(=C(C(=O)OC)C=CC1)O (methyl 3-acetyl-2-hydroxybenzoate), C1CCC2=NCCCN2CC1 (DBU). Solvent: N1=CC=CC=C1 (pyridine). Run at temperature 80 celsius. Yields the product OC1=C(C(=O)OC)C=CC=C1C(CC(C=1C(=NC=CC1)C(F)(F)F)=O)=O (methyl 2-hydroxy-3-(3-oxo-3-(2-(trifluoromethyl)pyridin-3-yl)propanoyl)benzoate). Isolated yield 111.9%. RXN SMILES: [F:1][C:2]([F:13])([F:12])[C:3]1[C:8]([C:9](Cl)=[O:10])=[CH:7][CH:6]=[CH:5][N:4]=1.[C:14]([C:17]1[C:18]([OH:27])=[C:19]([CH:24]=[CH:25][CH:26]=1)[C:20]([O:22][CH3:23])=[O:21])(=[O:16])[CH3:15].C1CCN2C(=NCCC2)CC1.O>N1C=CC=CC=1>[OH:27][C:18]1[C:17]([C:14](=[O:16])[CH2:15][C:9](=[O:10])[C:8]2[C:3]([C:2]([F:13])([F:12])[F:1])=[N:4][CH:5]=[CH:6][CH:7]=2)=[CH:26][CH:25]=[CH:24][C:19]=1[C:20]([O:22][CH3:23])=[O:21]. Procedure: 2-(trifluoromethyl)pyridine-3-carbonyl chloride 25 (300 mg, 1.46 mmol) was added to a mixture of methyl 3-acetyl-2-hydroxybenzoate 38 (183 mg, 1.46 mmol) and DBU (446 mg, 2.92 mmol) in pyridine at 0° C. The reaction mixture was heated at 80° C. for 12 h. The resulting mixture was poured into H2O and extracted with ethyl acetate. The organic layer was dried (MgSO4) and concentrated to give 39 (600 mg) which was used with no further purification. Reactants: ClC(C(F)(F)Cl)(C(F)(F)F)N=C=O (1,2-dichloro-2,2-difluoro-1-(trifluoromethyl)ethyl isocyanate). The reagents and catalysts are [Zn] (zinc). Solvent: COCCOC (glycol dimethyl ether). Reaction conditions: time 1 hour. Yields the product FC(=C(C(F)(F)F)N=C=O)F (2,2-difluoro-1-(trifluoromethyl)vinyl isocyanate). The yield is 91.3%. Reaction SMILES: Cl[C:2]([N:11]=[C:12]=[O:13])([C:7]([F:10])([F:9])[F:8])[C:3](Cl)([F:5])[F:4]>COCCOC.[Zn]>[F:4][C:3]([F:5])=[C:2]([N:11]=[C:12]=[O:13])[C:7]([F:9])([F:8])[F:10]. Procedure details: A 244 g sample (1.0 mole) of 1,2-dichloro-2,2-difluoro-1-(trifluoromethyl)ethyl isocyanate was added dropwise to a stirred suspension of 98 g (1.5 gram atom) of powdered zinc in 1000 ml of glycol dimethyl ether at such a rate that the temperature warmed to 45° and remained between 45°-50°. The reaction mixture was stirred for 1 hr after the addition, and then the most volatile portion was distilled under reduced pressure (5 mm) into a trap cooled to -78°. The condensate in the trap was redistill... The reactants are ClC1=NC2=CC=C(C=C2C=C1)[N+](=O)[O-] (2-Chloro-6-nitro-quinoline), FC=1C=C2CCC(C2=CC1)N (rac-5-fluoro-indan-1-ylamine). Reaction SMILES: Cl[C:2]1[CH:11]=[CH:10][C:9]2[C:4](=[CH:5][CH:6]=[C:7]([N+:12]([O-:14])=[O:13])[CH:8]=2)[N:3]=1.[F:15][C:16]1[CH:17]=[C:18]2[C:22](=[CH:23][CH:24]=1)[CH:21]([NH2:25])[CH2:20][CH2:19]2>>[F:15][C:16]1[CH:17]=[C:18]2[C:22](=[CH:23][CH:24]=1)[CH:21]([NH:25][C:2]1[CH:11]=[CH:10][C:9]3[C:4](=[CH:5][CH:6]=[C:7]([N+:12]([O-:14])=[O:13])[CH:8]=3)[N:3]=1)[CH2:20][CH2:19]2. Procedure: 2-Chloro-6-nitro-quinoline (2.7 g, 13 mmol) and rac-5-fluoro-indan-1-ylamine (CAS 148960-33-2, 3.9 g, 26 mmol) were heated at 130° C. for 24 h. The reaction mixture was purified by flash chromatography on silica gel (dichloromethane). rac-(5-Fluoro-indan-1-yl)-(6-nitro-quinolin-2-yl)-amine was obtained as a yellow solid (2.99 g, 71%), MS: m/e=324.4 (M+H+). Yields the product FC=1C=C2CCC(C2=CC1)NC1=NC2=CC=C(C=C2C=C1)[N+](=O)[O-] (rac-(5-Fluoro-indan-1-yl)-(6-nitro-quinolin-2-yl)-amine), solid. Yield: 71.0%. Reactants: P(=O)(Cl)(Cl)Cl (phosphorus oxychloride), CN(C)C=O (DMF), C(C)(C)N(C)C=1C=C(C=CC1)O (3-(N-isopropyl-N-methylamino)phenol), CN(C)C=O (DMF), ice. Reaction conditions: temperature 90 celsius, time 10 minute. Product: C(C)(C)N(C)C=1C=C(C(C=O)=CC1)O (4-(N-Isopropyl-N-methylamino)salicylaldehyde). As a reaction SMILES: P(Cl)(Cl)(Cl)=O.[CH:6]([N:9]([C:11]1[CH:12]=[C:13]([OH:17])[CH:14]=[CH:15][CH:16]=1)[CH3:10])([CH3:8])[CH3:7].CN([CH:21]=[O:22])C>>[CH:6]([N:9]([C:11]1[CH:12]=[C:13]([OH:17])[C:14](=[CH:15][CH:16]=1)[CH:21]=[O:22])[CH3:10])([CH3:8])[CH3:7]. Procedure details: 11 g (0.118 mol) of phosphorus oxychloride are cautiously added to 33 ml of dry DMF at −5° C. within a period of 5 minutes, during the course of which the temperature of the reaction solution should not exceed 10° C. Subsequently, a solution of 19.4 g (0.1176 mol) of 3-(N-isopropyl-N-methylamino)phenol in 25 ml of dry DMF is added thereto within a period of 10 minutes, during the course of which the temperature of the reaction solution should not exceed 20° C. When the addition is complete, the ... Starting materials: ClC=1C=C(C=C(C1)Cl)C(C(=O)Cl)(C)C (2-(3,5-dichloro-phenyl)-2-methyl-propionyl chloride), C(C1=CC=CC=C1)N1C[C@H]([C@@H](C1)C1=CC=C(C=C1)F)NC (rac-[(3S,4R)-1-benzyl-4-(4-fluoro-phenyl)-pyrrolidin-3-yl]-methyl-amine), C(C)N(C(C)C)C(C)C (ethyl-diisopropyl-amine). Solvent: C(Cl)Cl (CH2Cl2), C(Cl)Cl (CH2Cl2). Run at time 2 hour. Product: C(C1=CC=CC=C1)N1C[C@H]([C@@H](C1)C1=CC=C(C=C1)F)N(C(C(C)(C)C1=CC(=CC(=C1)Cl)Cl)=O)C (rac-N-[(3S,4R)-1-Benzyl-4-(4-fluoro-phenyl)-pyrrolidin-3-yl]-2-(3,5-dichloro-phenyl)-N-methyl-isobutyramide). Yield: 68.0%. As a reaction SMILES: [Cl:1][C:2]1[CH:3]=[C:4]([C:9]([CH3:14])([CH3:13])[C:10](Cl)=[O:11])[CH:5]=[C:6]([Cl:8])[CH:7]=1.[CH2:15]([N:22]1[CH2:26][C@@H:25]([C:27]2[CH:32]=[CH:31][C:30]([F:33])=[CH:29][CH:28]=2)[C@H:24]([NH:34][CH3:35])[CH2:23]1)[C:16]1[CH:21]=[CH:20][CH:19]=[CH:18][CH:17]=1.C(N(C(C)C)C(C)C)C>C(Cl)Cl>[CH2:15]([N:22]1[CH2:26][C@@H:25]([C:27]2[CH:28]=[CH:29][C:30]([F:33])=[CH:31][CH:32]=2)[C@H:24]([N:34]([CH3:35])[C:10](=[O:11])[C:9]([C:4]2[CH:3]=[C:2]([Cl:1])[CH:7]=[C:6]([Cl:8])[CH:5]=2)([CH3:14])[CH3:13])[CH2:23]1)[C:16]1[CH:17]=[CH:18][CH:19]=[CH:20][CH:21]=1. Reported procedure: A solution of 2-(3,5-dichloro-phenyl)-2-methyl-propionyl chloride (the preparation of which is described in WO2005002577) (0.146 g, 0.58 mmol) in CH2Cl2 (4 ml) was added drop wise to a stirred solution of rac-[(3S,4R)-1-benzyl-4-(4-fluoro-phenyl)-pyrrolidin-3-yl]-methyl-amine (the preparation of which is described herein above) (0.15 g, 0.52 mmol) and ethyl-diisopropyl-amine (0.13 ml, 0.79 mmol) in CH2Cl2 (5 ml). The reaction mixture was stirred 2 h, concentrated under vacuo and purification by ... The reactants are COC=1C=C(C=CC1)C(CC(=O)O)(C)C (3-(3-Methoxyphenyl)-3-methylbutanoic acid), C([O-])(O)=O.[Na+] (sodium bicarbonate). Solvent: CO (MeOH). Reagents/catalysts: S(O)(O)(=O)=O (sulfuric acid). Procedure details: 3-(3-Methoxyphenyl)-3-methylbutanoic acid 85.D (0.22 g, 1.1 mmol) was dissolved in MeOH (11 mL) and a catalytic amount (˜5 drops) of sulfuric acid was added. The solution was heated to reflux and stirred overnight. The reaction was cooled to room temperature and saturated sodium bicarbonate was added to neutralize the reaction. The mixture was then concentrated and the residue taken up in EtOAc and washed with water (2×30 mL), 1M lithium chloride solution (1×30 mL) and brine (1×30 mL) and dried ... The product is COC=1C=C(C=CC1)C(CC(=O)OC)(C)C (Methyl 3-(3-methoxyphenyl)-3-methylbutanoate). As a reaction SMILES: [CH3:1][O:2][C:3]1[CH:4]=[C:5]([C:9]([CH3:15])([CH3:14])[CH2:10][C:11]([OH:13])=[O:12])[CH:6]=[CH:7][CH:8]=1.[C:16](=O)(O)[O-].[Na+]>CO.S(=O)(=O)(O)O>[CH3:1][O:2][C:3]1[CH:4]=[C:5]([C:9]([CH3:15])([CH3:14])[CH2:10][C:11]([O:13][CH3:16])=[O:12])[CH:6]=[CH:7][CH:8]=1 |f:1.2|. Run at time 8 hour. Yield: 97.0%. Reactants: CCOc1cc(CCl)nc(C)n1, CC(C)=O, [I-], [K+], [Na+], CCCSP([O-])(=S)OCC. The product is CCCSP(=O)(OCC)SCc1cc(OCC)nc(C)n1. Reaction SMILES: [CH2:1]([CH3:2])[O:3][c:4]1[cH:5][c:6]([CH2:11][Cl:12])[n:7][c:8]([CH3:10])[n:9]1.[CH3:26][C:27](=[O:28])[CH3:29].[I-:25].[K+:23].[Na+:24].[P:13](=[S:14])([S:15][CH2:16][CH2:17][CH3:18])([O:19][CH2:20][CH3:21])[O-:22]>>[CH2:1]([CH3:2])[O:3][c:4]1[cH:5][c:6]([CH2:11][S:14][P:13]([S:15][CH2:16][CH2:17][CH3:18])([O:19][CH2:20][CH3:21])=[O:22])[n:7][c:8]([CH3:10])[n:9]1.